From a dataset of the Open Reaction Database (ORD), a public repository of structured organic reaction records. describe an organic reaction: reactants, conditions, products, and yield Reactants: C(C)(C)(C)C1=CC=C(C(=O)NC2=C(C=CC=C2Br)Br)C=C1 (4-tert-butyl-N-(2,6-dibromophenyl)benzamide), Example 18, COC=1C=CC(=CC1)P2(=S)SP(=S)(S2)C=3C=CC(=CC3)OC (Lawesson's reagent). The solvent is C1(=CC=CC=C1)C (toluene). Yields the product C(C)(C)(C)C1=CC=C(C=C1)C(NC1=C(C=CC=C1Br)Br)=S (4-tert-butyl-N-(2,6-dibromophenyl)benzenecarbothioamide). Isolated yield 41.0%. As a reaction SMILES: [C:1]([C:5]1[CH:21]=[CH:20][C:8]([C:9]([NH:11][C:12]2[C:17]([Br:18])=[CH:16][CH:15]=[CH:14][C:13]=2[Br:19])=O)=[CH:7][CH:6]=1)([CH3:4])([CH3:3])[CH3:2].COC1C=CC(P2(SP(C3C=CC(OC)=CC=3)(=S)S2)=[S:31])=CC=1>C1(C)C=CC=CC=1>[C:1]([C:5]1[CH:21]=[CH:20][C:8]([C:9](=[S:31])[NH:11][C:12]2[C:17]([Br:18])=[CH:16][CH:15]=[CH:14][C:13]=2[Br:19])=[CH:7][CH:6]=1)([CH3:4])([CH3:3])[CH3:2]. Reported procedure: 4-tert-butyl-N-(2,6-dibromophenyl)benzamide prepared as in Example 18 (1.20 g, 2.92 mmol) was dissolved in toluene (45 mL) and treated with Lawesson's reagent (1.18 g, 2.92 mmol.) The solution was heated to reflux for 2 h and then cooled. The solvent was removed under reduced pressure, and the residue was adsorbed onto silica gel. Elution with 10% to 20% acetone/hexane gave 0.509 g (41%) of product. MS (ESI) m/z 425.952; HPLC Method B, purity 85.7% at 210-370 nm, 11.1 min.; 91.1% at 262 nm, 11.1... Reactants: CC1(OC(C(C1=O)=O)(C)C)C (2,2,5,5-tetramethyl-3,4(2H,5H) furandione), [N+](=O)([O-])C=1C=C(C(=N)NN)C=CC1 (3-nitro benzimidic acid hydrazide). Solvent: C(C)O (ethanol). The product is CC1(OC(C2=C1N=C(N=N2)C2=CC(=CC=C2)[N+](=O)[O-])(C)C)C (5,7-dihydro-5,5,7,7-tetramethyl-3-(m-nitrophenyl)furo[3,4-e]-as-triazine). Reaction SMILES: [CH3:1][C:2]1([CH3:11])[C:6](=O)[C:5](=O)[C:4]([CH3:10])([CH3:9])[O:3]1.[N+:12]([C:15]1[CH:16]=[C:17]([CH:22]=[CH:23][CH:24]=1)[C:18]([NH:20][NH2:21])=[NH:19])([O-:14])=[O:13]>C(O)C>[CH3:1][C:2]1([CH3:11])[C:6]2[N:19]=[C:18]([C:17]3[CH:22]=[CH:23][CH:24]=[C:15]([N+:12]([O-:14])=[O:13])[CH:16]=3)[N:20]=[N:21][C:5]=2[C:4]([CH3:10])([CH3:9])[O:3]1. Procedure: A mixture of 1.56 g. (0.01 mole) of 2,2,5,5-tetramethyl-3,4(2H,5H) furandione and 1.80 g. (0.01 mole) 3-nitro benzimidic acid hydrazide in 100 ml. absolute ethanol is refluxed under nitrogen for 18 hours at a bath temperature of 100°C. The excess water is removed from the condensate by using a Dean Stark trap filled with 3A molecular sieves. The resulting mixture is evaporated to dryness in vacuo at 40°C., and the resulting residue is recrystallized from hexane to give 5,7-dihydro-5,5,7,7-tetram... The reactants are CC=1C=C(C=C(C1)C)OC (3,5-dimethylanisole), azoisobutyronitrile, BrN1C(CCC1=O)=O (N-bromosuccinimide). Run in C(Cl)(Cl)(Cl)Cl (carbon tetrachloride). The product is BrCC=1C=C(C=C(C1)C)OC (3-bromomethyl-5-methylanisole). RXN SMILES: [CH3:1][C:2]1[CH:3]=[C:4]([O:9][CH3:10])[CH:5]=[C:6]([CH3:8])[CH:7]=1.[Br:11]N1C(=O)CCC1=O>C(Cl)(Cl)(Cl)Cl>[Br:11][CH2:1][C:2]1[CH:3]=[C:4]([O:9][CH3:10])[CH:5]=[C:6]([CH3:8])[CH:7]=1. Procedure: A refluxing solution of 3,5-dimethylanisole (13 g), azoisobutyronitrile (1.6 g) and N-bromosuccinimide (17 g) in carbon tetrachloride (100 ml) was irradiated with light for 6 h. The solution was filtered and the solvent removed in vacuo. The residue was purified by chromatography on silica gel (eluting with 0-5% ethyl acetate--petroleum ether bp=60°-80° C.) to yield 3-bromomethyl-5-methylanisole. Reactants: CC1=C(C=C(C=C1)[N+](=O)[O-])O (2-methyl-5-nitrophenol), C(C=C)Br (allyl bromide), C(C=C)C1=C(C=CC(=C1O)Cl)N1C(C2=C(C1=O)CCCC2)=O (N-(2-allyl-4-chloro-3-hydroxyphenyl)-3,4,5,6-tetrahydrophthalimide), ClC1=C(C=C(C=C1)[N+](=O)[O-])O (2-chloro-5-nitrophenol), C(C=C)Br (allyl bromide). Yields the product C(C=C)C1=C(C=CC(=C1O)C)N1C(C2=C(C1=O)CCCC2)=O (N-(2-allyl-3-hydroxy-4-methylphenyl)-3,4,5,6-tetrahydrophthalimide). RXN SMILES: [CH3:1]C1C=CC([N+]([O-])=O)=CC=1O.C(Br)C=C.[CH2:16]([C:19]1[C:24]([OH:25])=[C:23](Cl)[CH:22]=[CH:21][C:20]=1[N:27]1[C:31](=[O:32])[C:30]2[CH2:33][CH2:34][CH2:35][CH2:36][C:29]=2[C:28]1=[O:37])[CH:17]=[CH2:18].ClC1C=CC([N+]([O-])=O)=CC=1O>>[CH2:16]([C:19]1[C:24]([OH:25])=[C:23]([CH3:1])[CH:22]=[CH:21][C:20]=1[N:27]1[C:31](=[O:32])[C:30]2[CH2:33][CH2:34][CH2:35][CH2:36][C:29]=2[C:28]1=[O:37])[CH:17]=[CH2:18]. Procedure details: N-(2-allyl-3-hydroxy-4-methylphenyl)-3,4,5,6-tetrahydrophthalimide (5A) was prepared, as yellow crystals, m.p.: 141°-143° C., from 2-methyl-5-nitrophenol and allyl bromide by the procedures described in Example 3 for preparing 3D from 2-chloro-5-nitrophenol and allyl bromide. Reactants: Nc1ncnc2c1nc(Br)n2C1CCCC1, CCO. The product is Nc1ncnc2c1nc(O)n2C1CCCC1. RXN SMILES: [Br:1][c:2]1[n:3]([CH:12]2[CH2:13][CH2:14][CH2:15][CH2:16]2)[c:4]2[n:5][cH:6][n:7][c:8]([NH2:11])[c:9]2[n:10]1.[CH3:17][CH2:18][OH:19]>>[c:2]1([OH:19])[n:3]([CH:12]2[CH2:13][CH2:14][CH2:15][CH2:16]2)[c:4]2[n:5][cH:6][n:7][c:8]([NH2:11])[c:9]2[n:10]1. Reactants: C(C)O (ethanol), C(O)([O-])=O.[Na+] (sodium hydrogen carbonate), COC=1C(=C2CCCC(C2=CC1)=O)[N+](=O)[O-] (6-methoxy-5-nitro-3,4-dihydro-1(2H)-naphthalenone), Cl.N1CCOCC1 (morpholine hydrochloride). Run in O (water), O (water), C(C)OCC (diethyl ether). Yields the product COC=1C(=C2CCC(C(C2=CC1)=O)CN1CCOCC1)[N+](=O)[O-] (6-methoxy-2-morpholinomethyl-5-nitro-3,4-dihydro-1(2H)-naphthalenone). As a reaction SMILES: [CH2:1]([OH:3])[CH3:2].[CH3:4][O:5][C:6]1[C:7]([N+:17]([O-:19])=[O:18])=[C:8]2[C:13](=[CH:14][CH:15]=1)[C:12](=[O:16])[CH2:11][CH2:10][CH2:9]2.Cl.[NH:21]1[CH2:26]CO[CH2:23][CH2:22]1.C(=O)([O-])O.[Na+]>O.C(OCC)C>[CH3:4][O:5][C:6]1[C:7]([N+:17]([O-:19])=[O:18])=[C:8]2[C:13](=[CH:14][CH:15]=1)[C:12](=[O:16])[CH:11]([CH2:26][N:21]1[CH2:22][CH2:23][O:3][CH2:1][CH2:2]1)[CH2:10][CH2:9]2 |f:2.3,4.5|. Procedure: In 100 ml. of ethanol is dissolved a mixture of 1 g. of 6-methoxy-5-nitro-3,4-dihydro-1(2H)-naphthalenone and 3 g. of morpholine hydrochloride and the mixed solution is reacted at 80° C. for 10 hours. The reaction mixture is cooled and, following addition of 500 ml. of water, it is shaken with 100 ml. of diethyl ether. The water layer is neutralized with sodium hydrogen carbonate and extracted with chloroform. The extract is dried and distilled under reduced pressure to remove the solvent. By th... Starting materials: CCO, CCOCC, I, CN1CCCC1CCN1C(=O)CCc2cc(N)ccc21, CSC(=N)c1cccs1. Yields the product CN1CCCC1CCN1C(=O)CCc2cc(NC(=N)c3cccs3)ccc21. RXN SMILES: [CH3:31][CH2:32][OH:33].[CH3:34][CH2:35][O:36][CH2:37][CH3:38].[IH:21].[NH2:1][c:2]1[cH:3][c:4]2[c:9]([cH:10][cH:11]1)[N:8]([CH2:12][CH2:13][CH:14]1[N:15]([CH3:19])[CH2:16][CH2:17][CH2:18]1)[C:7](=[O:20])[CH2:6][CH2:5]2.[s:22]1[c:23]([C:27](=[NH:28])[S:29][CH3:30])[cH:24][cH:25][cH:26]1>>[NH:1]([c:2]1[cH:3][c:4]2[c:9]([cH:10][cH:11]1)[N:8]([CH2:12][CH2:13][CH:14]1[N:15]([CH3:19])[CH2:16][CH2:17][CH2:18]1)[C:7](=[O:20])[CH2:6][CH2:5]2)[C:27]([c:23]1[s:22][cH:26][cH:25][cH:24]1)=[NH:28].